From a dataset of the Open Reaction Database (ORD), a public repository of structured organic reaction records. describe an organic reaction: reactants, conditions, products, and yield Starting materials: FC=1C=C(C=C(C1)F)CC(=O)N[C@@H](C)C(=O)O (N-(3,5-Difluorophenylacetyl)-L-alanine), NC1C(CC2=CC=CC=C12)O (1-amino-2-indanol). Product: FC=1C=C(C=C(C1)F)CC(=O)N[C@@H](C)C(=O)C1(C(CC2=CC=CC=C12)O)N (1-(N′-(3,5-Difluorophenylacetyl)-L-alaninyl)-amino-2-indanol). As a reaction SMILES: [F:1][C:2]1[CH:3]=[C:4]([CH2:9][C:10]([NH:12][C@H:13]([C:15]([OH:17])=O)[CH3:14])=[O:11])[CH:5]=[C:6]([F:8])[CH:7]=1.[NH2:18][CH:19]1[C:27]2[C:22](=[CH:23][CH:24]=[CH:25][CH:26]=2)[CH2:21][CH:20]1[OH:28]>>[F:8][C:6]1[CH:5]=[C:4]([CH2:9][C:10]([NH:12][C@H:13]([C:15]([C:19]2([NH2:18])[C:27]3[C:22](=[CH:23][CH:24]=[CH:25][CH:26]=3)[CH2:21][CH:20]2[OH:28])=[O:17])[CH3:14])=[O:11])[CH:3]=[C:2]([F:1])[CH:7]=1. Procedure details: Following General Procedure C and using N-(3,5-difluorophenylacetyl)-L-alanine (Example B) and 1-amino-2-indanol, the title compound was prepared. Reactants: CC(=O)[O-], O=C([O-])O, CC(=O)[O-], CCC(O)(C=Cc1ccc(C(CC)(CC)c2ccc(B3OC(C)(C)C(C)(C)O3)cc2)cc1C)CC, COC(=O)Cc1ccccc1Br, Cc1ccccc1, COc1cccc(OC)c1-c1ccccc1P(C1CCCCC1)C1CCCCC1, [K+], [K+], [K+], [Na+], O, O=P([O-])([O-])[O-], [Pd+2]. Yields the product CCC(O)(C=Cc1ccc(C(CC)(CC)c2ccc(-c3ccccc3CC(=O)OC)cc2)cc1C)CC. RXN SMILES: [C:102]([O-:103])(=[O:104])[CH3:105].[C:85](=[O:86])([OH:87])[O-:88].[C:97]([O-:98])(=[O:99])[CH3:100].[CH2:50]([CH3:51])[C:52]([CH:53]=[CH:54][c:55]1[c:56]([CH3:81])[cH:57][c:58]([C:61]([CH2:62][CH3:63])([c:64]2[cH:65][cH:66][c:67]([B:70]3[O:71][C:72]([CH3:73])([CH3:74])[C:75]([CH3:76])([CH3:77])[O:78]3)[cH:68][cH:69]2)[CH2:79][CH3:80])[cH:59][cH:60]1)([CH2:82][CH3:83])[OH:84].[CH3:1][O:2][C:3]([CH2:4][c:5]1[c:6]([Br:11])[cH:7][cH:8][cH:9][cH:10]1)=[O:12].[CH3:90][c:91]1[cH:92][cH:93][cH:94][cH:95][cH:96]1.[CH:13]1([P:14]([CH:15]2[CH2:16][CH2:17][CH2:18][CH2:19][CH2:20]2)[c:21]2[cH:22][cH:23][cH:24][cH:25][c:26]2-[c:27]2[c:28]([O:29][CH3:30])[cH:31][cH:32][cH:33][c:34]2[O:35][CH3:36])[CH2:37][CH2:38][CH2:39][CH2:40][CH2:41]1.[K+:47].[K+:48].[K+:49].[Na+:89].[OH2:106].[P:42]([O-:43])([O-:44])([O-:45])=[O:46].[Pd+2:101]>>[CH3:1][O:2][C:3]([CH2:4][c:5]1[c:6](-[c:67]2[cH:66][cH:65][c:64]([C:61]([c:58]3[cH:57][c:56]([CH3:81])[c:55]([CH:54]=[CH:53][C:52]([CH2:50][CH3:51])([CH2:82][CH3:83])[OH:84])[cH:60][cH:59]3)([CH2:62][CH3:63])[CH2:79][CH3:80])[cH:69][cH:68]2)[cH:7][cH:8][cH:9][cH:10]1)=[O:12]. Starting materials: C1CCOC1, COC(=O)COc1ccc(OCC=CC#Cc2ccc(C#CC=CCOc3ccc(OCC(=O)OC)c(C)c3)cc2)cc1C, CCO, [Na+], [OH-], O. Product: COC(=O)COc1ccc(OCC=CC#Cc2ccc(C#CC=CCOc3ccc(OCC(=O)O)c(C)c3)cc2)cc1C. Reaction SMILES: [CH2:51]1[O:52][CH2:53][CH2:54][CH2:55]1.[CH3:1][O:2][C:3]([CH2:4][O:5][c:6]1[c:7]([CH3:43])[cH:8][c:9]([O:12][CH2:13][CH:14]=[CH:15][C:16]#[C:17][c:18]2[cH:19][cH:20][c:21]([C:24]#[C:25][CH:26]=[CH:27][CH2:28][O:29][c:30]3[cH:31][c:32]([CH3:42])[c:33]([O:36][CH2:37][C:38](=[O:39])[O:40][CH3:41])[cH:34][cH:35]3)[cH:22][cH:23]2)[cH:10][cH:11]1)=[O:44].[CH3:48][CH2:49][OH:50].[Na+:46].[OH-:45].[OH2:47]>>[CH3:1][O:2][C:3]([CH2:4][O:5][c:6]1[c:7]([CH3:43])[cH:8][c:9]([O:12][CH2:13][CH:14]=[CH:15][C:16]#[C:17][c:18]2[cH:19][cH:20][c:21]([C:24]#[C:25][CH:26]=[CH:27][CH2:28][O:29][c:30]3[cH:31][c:32]([CH3:42])[c:33]([O:36][CH2:37][C:38](=[O:39])[OH:40])[cH:34][cH:35]3)[cH:22][cH:23]2)[cH:10][cH:11]1)=[O:44]. The reactants are C(C=C)O (allyl alcohol), N(=NC(C#N)(C)C)C(C#N)(C)C (α,α′-azobis isobutyronitrile), FF (fluorine), [I-] (iodide), C(F)(F)(F)I (CF3I), N#N (N2). The solvent is C(C)(=O)OCC (ethyl acetate). Reaction conditions: temperature 60 celsius. Product: C(F)(F)(F)CC(I)CO (CF3CH2CHICH2OH). Reaction SMILES: [CH2:1]([OH:4])[CH:2]=[CH2:3].N(C(C)(C)C#N)=NC(C)(C)C#N.N#N.[C:19](I)([F:22])([F:21])[F:20].FF.[I-:26]>C(OCC)(=O)C>[C:19]([CH2:3][CH:2]([CH2:1][OH:4])[I:26])([F:22])([F:21])[F:20]. Procedure details: Into a 3-liter autoclave were poured 174 g (3.0 mol) of allyl alcohol, 49.2 g (0.3 mol) of α,α′-azobis isobutyronitrile (AIBN) and 300 ml of ethyl acetate. After decreasing the inside pressure (100 mmHg) on ice bath, N2 was introduced, and the inside pressure was decreased again. Thereafter, 588 g (3.0 mol) of CF3I was introduced and the mixture was slowly heated up to 60° C. After completion of the reaction, the reaction solution was cooled and washed with 1 mol/liter of an aqueous solution of ... Starting materials: C(#N)CP(OCC)(OCC)=O (diethyl cyanomethylphosphonate), [H-].[Na+] (sodium hydride), C1COC=2C1=C1C(=NC2)CCC1=O (1,2,6,7-tetrahydro-8H-cyclopenta[b]furo[3,2-d]pyridin-8-one). Solvent: O1CCCC1 (tetrahydrofuran), O1CCCC1 (tetrahydrofuran), C(O)([O-])=O.[Na+] (sodium hydrogen carbonate). Run at time 30 minute. The product is C1COC=2C1=C\1C(=NC2)CC/C1=C\C#N ((2E)-1,2,6,7-tetrahydro-8H-cyclopenta[b]furo[3,2-d]pyridin-8-ylideneacetonitrile). Yield: 59.7%. Reaction SMILES: [C:1]([CH2:3]P(=O)(OCC)OCC)#[N:2].[H-].[Na+].[CH2:14]1[C:18]2=[C:19]3[C:25](=O)[CH2:24][CH2:23][C:20]3=[N:21][CH:22]=[C:17]2[O:16][CH2:15]1>O1CCCC1.C(=O)([O-])O.[Na+]>[CH2:14]1[C:18]2=[C:19]3[C:20]([CH2:23][CH2:24]/[C:25]/3=[CH:3]\[C:1]#[N:2])=[N:21][CH:22]=[C:17]2[O:16][CH2:15]1 |f:1.2,5.6|. Procedure details: To a solution of diethyl cyanomethylphosphonate (757 mg, 4.27 mmol) in tetrahydrofuran (20 mL) was added 65% sodium hydride (137 mg, 3.71 mmol) under ice-cooling, and the mixture was stirred at room temperature for 30 min. The mixture was added to a solution of 1,2,6,7-tetrahydro-8H-cyclopenta[b]furo[3,2-d]pyridin-8-one (500 mg, 2.85 mmol) in tetrahydrofuran (10 mL) under ice-cooling, and the mixture was stirred for 10 min. The reaction solution was diluted with saturated aqueous sodium hydrogen... The solvent is O1CCOCC1 (dioxane), C(Cl)Cl (methylene chloride). The reagents and catalysts are [Pd].C(C)(C)(C)P(C(C)(C)C)C(C)(C)C.C(C)(C)(C)P(C(C)(C)C)C(C)(C)C (bis(tri-t-butylphosphine) palladium(0)). Reaction SMILES: Cl[C:2]1[C:7]([CH2:8][N:9]([C:16]2[CH:17]=[N:18][CH:19]=[CH:20][CH:21]=2)[C:10]2[CH:11]=[N:12][CH:13]=[CH:14][CH:15]=2)=[CH:6][CH:5]=[CH:4][N:3]=1.[S:22]1[C:27]2[CH:28]=[CH:29][CH:30]=[CH:31][C:26]=2[NH:25][CH2:24][CH2:23]1.CC(C)([O-])C.[Na+]>O1CCOCC1.C(Cl)Cl.[Pd].C(P(C(C)(C)C)C(C)(C)C)(C)(C)C.C(P(C(C)(C)C)C(C)(C)C)(C)(C)C>[S:22]1[C:27]2[CH:28]=[CH:29][CH:30]=[CH:31][C:26]=2[N:25]([C:2]2[C:7]([CH2:8][N:9]([C:16]3[CH:17]=[N:18][CH:19]=[CH:20][CH:21]=3)[C:10]3[CH:11]=[N:12][CH:13]=[CH:14][CH:15]=3)=[CH:6][CH:5]=[CH:4][N:3]=2)[CH2:24][CH2:23]1 |f:2.3,6.7.8|. Yield: 74.9%. Procedure: To a solution of N-[(2-chloropyridin-3-yl)methyl]-N-pyridin-3-ylpyridin-3-amine (110 mg, 0.37 mmol) and 3,4-dihydro-2H-1,4-benzothiazine (85 mg, 0.56 mmol) (prepared according to procedure described in patent WO 0220498) in dry dioxane (1.25 mnL) was added sodium t-butoxide (48 mg, 0.50 mmol), and bis(tri-t-butylphosphine) palladium(0) (34 mg, 0.066 mmol). The vessel was sealed with a septum cap, degassed (3×), and heated at 100 C for 3 hours. The cooled reaction was diluted with methylene chlor... Reactants: ClC1=NC=CC=C1CN(C=1C=NC=CC1)C=1C=NC=CC1 (N-[(2-chloropyridin-3-yl)methyl]-N-pyridin-3-ylpyridin-3-amine), S1CCNC2=C1C=CC=C2 (3,4-dihydro-2H-1,4-benzothiazine), CC(C)([O-])C.[Na+] (sodium t-butoxide). The product is S1CCN(C2=C1C=CC=C2)C2=NC=CC=C2CN(C=2C=NC=CC2)C=2C=NC=CC2 (N-{[2-(2,3-dihydro-4H-1,4-benzothiazin-4-yl)pyridine-3-yl]methyl}-N-pyridin-3-ylpyridin-3-amine).